This data is from the Open Reaction Database (ORD), a public repository of structured organic reaction records. The task is: describe an organic reaction: reactants, conditions, products, and yield Starting materials: ClC1=CC(=C(C=C1)C(C#N)C)I (2-(4-Chloro-2-iodophenyl)propanenitrile), C[Si](C)(C)C#C ((trimethylsilyl)acetylene). Reagents/catalysts: [Cu]I (copper(I) iodide), Cl[Pd]([P](C1=CC=CC=C1)(C2=CC=CC=C2)C3=CC=CC=C3)([P](C4=CC=CC=C4)(C5=CC=CC=C5)C6=CC=CC=C6)Cl (Dichlorobis(triphenylphosphine)palladium). Run in TEA. Yields the product ClC1=CC(=C(C=C1)C(C#N)C)C#C[Si](C)(C)C (2-(4-Chloro-2-(2-(trimethylsilyl)ethynyl)phenyl)propanenitrile). RXN SMILES: [Cl:1][C:2]1[CH:7]=[CH:6][C:5]([CH:8]([CH3:11])[C:9]#[N:10])=[C:4](I)[CH:3]=1.[CH3:13][Si:14]([C:17]#[CH:18])([CH3:16])[CH3:15]>[Cu]I.Cl[Pd](Cl)([P](C1C=CC=CC=1)(C1C=CC=CC=1)C1C=CC=CC=1)[P](C1C=CC=CC=1)(C1C=CC=CC=1)C1C=CC=CC=1>[Cl:1][C:2]1[CH:7]=[CH:6][C:5]([CH:8]([CH3:11])[C:9]#[N:10])=[C:4]([C:18]#[C:17][Si:14]([CH3:16])([CH3:15])[CH3:13])[CH:3]=1 |^1:23,42|. Procedure details: 2-(4-Chloro-2-iodophenyl)propanenitrile (0.620 g, 2.13 mmol), (trimethylsilyl)acetylene (0.451 mL, 3.19 mmol), copper(I) iodide (0.0144 mL, 0.425 mmol), dichlorobis(triphenylphosphine)palladium (II) (0.149 g, 0.213 mmol), and TEA (20 mL) were stirred at 70° C. for 3 hours. The reaction was monitored by LC-MS. The solution was filtered through a plug of Celite, and the filtrate was concentrated under vacuum. The residue was purified by silica flash chromatography, 0-15% EtOAc/hexanes. MS m/e=262 ... Starting materials: C1(=CC=CC=C1)P(=O)(C1=CC=CC=C1)Cl (diphenylphosphinic chloride), C(\C=C(/C)\CCC=C(C)C)OC1=CC=C(C(=O)O)C=C1 (4-geranyloxybenzoic acid), NCCSC1=NC=C(C=C1)C(F)(F)F (2-(2-aminoethylthio)-5-(trifluoromethyl)pyridine). Run in C(C)N(CC)CC (triethylamine), C(Cl)(Cl)Cl (chloroform). Conditions: time 1 hour. Yields the product C(\C=C(/C)\CCC=C(C)C)OC1=CC=C(C(=O)NCCSC2=NC=C(C=C2)C(F)(F)F)C=C1 (2-[2-(4-geranyloxybenzoylamino)ethylthio]-5-trifluoromethylpyridine). Isolated yield 83.8%. Reaction SMILES: [CH2:1]([O:11][C:12]1[CH:20]=[CH:19][C:15]([C:16]([OH:18])=O)=[CH:14][CH:13]=1)/[CH:2]=[C:3](/[CH2:5][CH2:6][CH:7]=[C:8]([CH3:10])[CH3:9])\[CH3:4].C1(P(Cl)(C2C=CC=CC=2)=O)C=CC=CC=1.[NH2:36][CH2:37][CH2:38][S:39][C:40]1[CH:45]=[CH:44][C:43]([C:46]([F:49])([F:48])[F:47])=[CH:42][N:41]=1>C(Cl)(Cl)Cl.C(N(CC)CC)C>[CH2:1]([O:11][C:12]1[CH:13]=[CH:14][C:15]([C:16]([NH:36][CH2:37][CH2:38][S:39][C:40]2[CH:45]=[CH:44][C:43]([C:46]([F:49])([F:48])[F:47])=[CH:42][N:41]=2)=[O:18])=[CH:19][CH:20]=1)/[CH:2]=[C:3](/[CH2:5][CH2:6][CH:7]=[C:8]([CH3:9])[CH3:10])\[CH3:4]. Reported procedure: 4-geranyloxybenzoic acid(6.17 g) was dissolved in chloroform(80 ml) and triethylamine(6.24 ml), and then diphenylphosphinic chloride(4.29 ml) was added thereto while being cooled with ice. After being stirred for 1 hour, the mixture, with 2-(2-aminoethylthio)-5-(trifluoromethyl)pyridine(5.00 g) added thereto, was stirred for 4 hours at room temperature. The reaction mixture was washed with saturated sodium hydrogencarbonate aqueous solution and saturated brine successively, dried over sodium sul...